The task is: describe an organic reaction: reactants, conditions, products, and yield. This data is from the Open Reaction Database (ORD), a public repository of structured organic reaction records. The reactants are FC1=C(C=C(C[C@@H](C(=O)N2C(OC[C@H]2CC2=CC=CC=C2)=O)CCCCNCC2=CC=C(C=C2)F)C=C1C)C ((R)-3-((S)-2-[4-fluoro-3,5-dimethylbenzyl)-6-(4-fluorobenzylamino)-hexanoyl]-4-benzyloxazolidin-2-one), [C-]#N.[K+] (KCN), C1CCOC1.CO (THF MeOH), Cl (HCl). Conditions: time 8 hour. The product is FC1=C(C=C(C[C@@H](C(=O)NO)CCCCNCC2=CC=C(C=C2)F)C=C1C)C ((S)-2-(4-fluoro-3,5-dimethylbenzyl)-6-(4-fluorobenzylamino)-N-hydroxyhexanamide). Yield: 23.0%. As a reaction SMILES: [F:1][C:2]1[C:37]([CH3:38])=[CH:36][C:5]([CH2:6][C@H:7]([CH2:23][CH2:24][CH2:25][CH2:26][NH:27][CH2:28][C:29]2[CH:34]=[CH:33][C:32]([F:35])=[CH:31][CH:30]=2)[C:8]([N:10]2[C@H](CC3C=CC=CC=3)COC2=O)=[O:9])=[CH:4][C:3]=1[CH3:39].[C-]#N.[K+].Cl.C1C[O:47]CC1.CO>>[F:1][C:2]1[C:37]([CH3:38])=[CH:36][C:5]([CH2:6][C@H:7]([CH2:23][CH2:24][CH2:25][CH2:26][NH:27][CH2:28][C:29]2[CH:34]=[CH:33][C:32]([F:35])=[CH:31][CH:30]=2)[C:8]([NH:10][OH:47])=[O:9])=[CH:4][C:3]=1[CH3:39] |f:1.2,4.5|. Procedure: To a solution of (R)-3-((S)-2-[4-fluoro-3,5-dimethylbenzyl)-6-(4-fluorobenzylamino)-hexanoyl]-4-benzyloxazolidin-2-one (0.030 g, 0.0561 mmol) in 2.5 mL of THF/MeOH/50% NH2OH—H2O (2:2:1), was added KCN (0.001 g, 0.015 mmol). After stirring at room temperature for overnight, the reaction mixture was acidified with concentrated HCl to pH=2 and filtered. The product was isolated by RP-HPLC eluting with 20-100% acetonitrile (0.025% TFA)/water (0.025% TFA) to give the title compound as an off-white so... Starting materials: CC1=C(C=2C(=NC=C(C2)N)N1)C (2,3-Dimethyl-1H-pyrrolo[2,3-b]pyridin-5-amine), FC1=C(C(=O)O)C(=CC=C1NS(=O)(=O)CCC)F (2,6-difluoro-3-(3-propylsulfonamido)benzoic acid), CCN=C=NCCCN(C)C (EDCI), C=1C=CC2=C(C1)N=NN2O (HOBt). Run in CN(C)C=O (DMF). Conditions: time 16 hour. Product: CC1=C(C=2C(=NC=C(C2)NC(C2=C(C(=CC=C2F)NS(=O)(=O)CCC)F)=O)N1)C (N-(2,3-dimethyl-1H-pyrrolo[2,3-b]pyridin-5-yl)-2,6-difluoro-3-(propylsulfonamido)benzamide). Isolated yield 46.9%. Reaction SMILES: [CH3:1][C:2]1[NH:11][C:5]2=[N:6][CH:7]=[C:8]([NH2:10])[CH:9]=[C:4]2[C:3]=1[CH3:12].[F:13][C:14]1[C:22]([NH:23][S:24]([CH2:27][CH2:28][CH3:29])(=[O:26])=[O:25])=[CH:21][CH:20]=[C:19]([F:30])[C:15]=1[C:16](O)=[O:17].CCN=C=NCCCN(C)C.C1C=CC2N(O)N=NC=2C=1>CN(C=O)C>[CH3:1][C:2]1[NH:11][C:5]2=[N:6][CH:7]=[C:8]([NH:10][C:16](=[O:17])[C:15]3[C:19]([F:30])=[CH:20][CH:21]=[C:22]([NH:23][S:24]([CH2:27][CH2:28][CH3:29])(=[O:26])=[O:25])[C:14]=3[F:13])[CH:9]=[C:4]2[C:3]=1[CH3:12]. Procedure details: 2,3-Dimethyl-1H-pyrrolo[2,3-b]pyridin-5-amine (0.048 g, 0.298 mmol), 2,6-difluoro-3-(3-propylsulfonamido)benzoic acid (0.092 g, 0.328 mmol), EDCI (0.063 g, 0.328 mmol) and HOBt (0.040 g, 0.298 mmol) were dissolved in DMF (1.6 mL) and stirred at room temperature for 16 hours. The reaction mixture was directly purified by reverse phase HPLC to give N-(2,3-dimethyl-1H-pyrrolo[2,3-b]pyridin-5-yl)-2,6-difluoro-3-(propylsulfonamido)benzamide (0.059 g, 47%) as a solid. 1H NMR (400 MHz, d6-DMSO) 11.23 (... Reported procedure: A solution of [4-(8,8-dimethyl-5-oxo-4-vinyl-5,6,7,8-tetrahydro-naphthalen-2-ylethynyl)-phenyl]-acetic acid methyl ester (Intermediate 70, 0.205 g, 0.55 mmol) in dichloromethane (4 mL) and acetonitrile (2 mL) was treated with cyclopropyl amine (1 mL, 14.45 mmol). After 5 minutes, acetic acid (1 mL) was added followed by sodium cyanoborohydride (0.138 g, 2.2 mmol). The reaction mixture was stirred overnight at ambient temperature. It was then diluted with water and saturated aqueous sodium bicarb... Solvent: O (water), C([O-])(O)=O.[Na+] (sodium bicarbonate), C(C)OCC (Diethyl ether), C(C)(=O)O (acetic acid), ClCCl (dichloromethane), C(C)#N (acetonitrile). Yields the product COC(CC1=CC=C(C=C1)C#CC1=CC=2C(CCC(C2C(=C1)C=C)N(C)C1CC1)(C)C)=O ({4-[5-(Cyclopropyl-methyl-amino)-8,8-dimethyl-4-vinyl-5,6,7,8-tetrahydro-naphthalen-2-ylethynyl]-phenyl}-acetic acid Methyl ester). Yield: 59.5%. Conditions: time 5 minute. The reactants are CI (methyl iodide), C(#N)[BH3-].[Na+] (sodium cyanoborohydride), C([O-])([O-])=O.[K+].[K+] (potassium carbonate), COC(CC1=CC=C(C=C1)C#CC1=CC=2C(CCC(C2C(=C1)C=C)=O)(C)C)=O ([4-(8,8-dimethyl-5-oxo-4-vinyl-5,6,7,8-tetrahydro-naphthalen-2-ylethynyl)-phenyl]-acetic acid methyl ester), COC(CC1=CC=C(C=C1)C#CC1=CC=2C(CCC(C2C(=C1)C=C)=O)(C)C)=O ([4-(8,8-dimethyl-5-oxo-4-vinyl-5,6,7,8-tetrahydro-naphthalen-2-ylethynyl)-phenyl]-acetic acid methyl ester), C1(CC1)N (cyclopropyl amine). RXN SMILES: [CH3:1][O:2][C:3](=[O:28])[CH2:4][C:5]1[CH:10]=[CH:9][C:8]([C:11]#[C:12][C:13]2[CH:22]=[C:21]([CH:23]=[CH2:24])[C:20]3[C:19](=O)[CH2:18][CH2:17][C:16]([CH3:27])([CH3:26])[C:15]=3[CH:14]=2)=[CH:7][CH:6]=1.[CH:29]1([NH2:32])[CH2:31][CH2:30]1.[C:33]([BH3-])#N.[Na+].C(=O)([O-])[O-].[K+].[K+].CI>ClCCl.C(#N)C.O.C(=O)(O)[O-].[Na+].C(OCC)C.C(O)(=O)C>[CH3:1][O:2][C:3](=[O:28])[CH2:4][C:5]1[CH:10]=[CH:9][C:8]([C:11]#[C:12][C:13]2[CH:22]=[C:21]([CH:23]=[CH2:24])[C:20]3[CH:19]([N:32]([CH:29]4[CH2:31][CH2:30]4)[CH3:33])[CH2:18][CH2:17][C:16]([CH3:27])([CH3:26])[C:15]=3[CH:14]=2)=[CH:7][CH:6]=1 |f:2.3,4.5.6,11.12|. Starting materials: C(C)(C)OC(C)C (isopropyl ether), BrCC=C(C(OC)OC)C (4-Bromo-1,1-dimethoxy-2-methyl-2-butene), C1N2CN3CN1CN(C2)C3 (hexamine), [Cl-].[Na+] (sodium chloride). Run in O (water). Run at time 14 hour. Yields the product COC(C=C(C=O)C)OC (4,4-dimethoxy-2-methyl-2-buten-1-al). Isolated yield 64.0%. Reaction SMILES: Br[CH2:2][CH:3]=[C:4](C)[CH:5]([O:8][CH3:9])[O:6][CH3:7].C1N2CN3CN(C2)CN1C3.[Cl-].[Na+].[CH:23]([O:26]C(C)C)(C)C>O>[CH3:9][O:8][CH:5]([O:6][CH3:7])[CH:4]=[C:3]([CH3:2])[CH:23]=[O:26] |f:2.3|. Procedure details: 4-Bromo-1,1-dimethoxy-2-methyl-2-butene (2 g) was added to a solution of hexamine (1.7 g) and water (10 ml), and the mixture was stirred at room temperature for 14 hours. Dowex 50×8 (type H)(3 g) was previously treated with sodium chloride to convert it to type Na. Then isopropyl ether (20 ml) was added to the above reaction mixture, the type Na resin was added, and the mixture was stirred at 70° C. for 6 hours. The isopropyl ether layer was separated, concentrated and purified by column chromat... Reactants: CC(C)(C)OC(=O)N1CCc2[nH]c3c(S(C)(=O)=O)cccc3c2C1, ClCCl, Cl, C1COCCO1. Product: CS(=O)(=O)c1cccc2c3c([nH]c12)CCNC3. As a reaction SMILES: [C:1]([O:2][C:3](=[O:4])[N:8]1[CH2:9][c:10]2[c:11]([nH:12][c:13]3[c:14]([S:19](=[O:20])(=[O:21])[CH3:22])[cH:15][cH:16][cH:17][c:18]23)[CH2:23][CH2:24]1)([CH3:5])([CH3:6])[CH3:7].[Cl:26][CH2:27][Cl:28].[ClH:25].[O:29]1[CH2:30][CH2:31][O:32][CH2:33][CH2:34]1>>[NH:8]1[CH2:9][c:10]2[c:11]([nH:12][c:13]3[c:14]([S:19](=[O:20])(=[O:21])[CH3:22])[cH:15][cH:16][cH:17][c:18]23)[CH2:23][CH2:24]1. The reactants are C(C1=CC=CC=C1)N[C@@H]1CN(CC[C@H]1NC(=O)C=1NC(=C(N1)Cl)CC)C(=O)OC(C)(C)C (tert-butyl trans(±)-3-(benzylamino)-4-{[(4-chloro-5-ethyl-1H-imidazol-2-yl)carbonyl]amino}piperidine-1-carboxylate), C([O-])([O-])=O.[Na+].[Na+] (sodium carbonate), Cl.O1CCOCC1 (hydrochloric acid 1,4-dioxane), BrC=1SC(=C(N1)C)C(=O)OCC (ethyl 2-bromo-4-methyl-1,3-thiazole-5-carboxylate). The product is C(C1=CC=CC=C1)N[C@@H]1CN(CC[C@H]1NC(=O)C=1NC(=C(N1)Cl)CC)C=1SC(=C(N1)C)C(=O)OCC (Ethyl trans(±)-2-[3-(benzylamino)-4-{[(4-chloro-5-ethyl-1H-imidazol-2-yl)carbonyl]amino}piperidin-1-yl]-4-methyl-1,3-thiazole-5-carboxylate). Yield: 20.9%. As a reaction SMILES: [CH2:1]([NH:8][C@H:9]1[C@H:14]([NH:15][C:16]([C:18]2[NH:19][C:20]([CH2:24][CH3:25])=[C:21]([Cl:23])[N:22]=2)=[O:17])[CH2:13][CH2:12][N:11](C(OC(C)(C)C)=O)[CH2:10]1)[C:2]1[CH:7]=[CH:6][CH:5]=[CH:4][CH:3]=1.Cl.O1CCOCC1.Br[C:41]1[S:42][C:43]([C:47]([O:49][CH2:50][CH3:51])=[O:48])=[C:44]([CH3:46])[N:45]=1.C(=O)([O-])[O-].[Na+].[Na+]>>[CH2:1]([NH:8][C@H:9]1[C@H:14]([NH:15][C:16]([C:18]2[NH:19][C:20]([CH2:24][CH3:25])=[C:21]([Cl:23])[N:22]=2)=[O:17])[CH2:13][CH2:12][N:11]([C:41]2[S:42][C:43]([C:47]([O:49][CH2:50][CH3:51])=[O:48])=[C:44]([CH3:46])[N:45]=2)[CH2:10]1)[C:2]1[CH:3]=[CH:4][CH:5]=[CH:6][CH:7]=1 |f:1.2,4.5.6|. Reported procedure: The same operation as in Example (196c) was performed using tert-butyl trans(±)-3-(benzylamino)-4-{[(4-chloro-5-ethyl-1H-imidazol-2-yl)carbonyl]amino}piperidine-1-carboxylate obtained in Example (203a) (50.0 mg, 0.108 mmol), 4 N hydrochloric acid/1,4-dioxane (1 mL), ethyl 2-bromo-4-methyl-1,3-thiazole-5-carboxylate (32 mg, 0.130 mmol) and sodium carbonate (115 mg, 1.08 mmol), to obtain 12 mg of the title compound (21%) as a colorless solid. RXN SMILES: [CH3:40][C:41]#[N:42].[Cl:1][c:2]1[cH:3][c:4]([F:27])[c:5](-[n:14]2[c:15](=[O:26])[n:16]([CH3:25])[c:17]([C:21]([F:22])([F:23])[F:24])[cH:18][c:19]2=[O:20])[c:6]2[c:7]1[CH2:8][CH2:9][C:10]([CH3:12])([CH3:13])[O:11]2.[Cu+2:54].[K+:38].[K+:39].[OH2:43].[OH2:44].[OH2:45].[OH2:46].[OH2:47].[OH2:48].[S:28](=[O:29])([O:30][O:31][S:32]([O-:33])(=[O:34])=[O:35])([O-:36])=[O:37].[S:49]([O-:50])([O-:51])(=[O:52])=[O:53]>>[Cl:1][c:2]1[cH:3][c:4]([F:27])[c:5](-[n:14]2[c:15](=[O:26])[n:16]([CH3:25])[c:17]([C:21]([F:22])([F:23])[F:24])[cH:18][c:19]2=[O:20])[c:6]2[c:7]1[C:8](=[O:29])[CH2:9][C:10]([CH3:12])([CH3:13])[O:11]2. The product is Cn1c(C(F)(F)F)cc(=O)n(-c2c(F)cc(Cl)c3c2OC(C)(C)CC3=O)c1=O. The reactants are CC#N, Cn1c(C(F)(F)F)cc(=O)n(-c2c(F)cc(Cl)c3c2OC(C)(C)CC3)c1=O, [Cu+2], [K+], [K+], O, O, O, O, O, O, O=S(=O)([O-])OOS(=O)(=O)[O-], O=S(=O)([O-])[O-]. Reactants: Fc1ccc2c(-c3ccc(OCCCBr)cc3)noc2c1, O=C([O-])[O-], CC#N, NCc1ccc(Cl)c(Cl)c1, [I-], [K+], [K+], [K+]. Product: Fc1ccc2c(-c3ccc(OCCCNCc4ccc(Cl)c(Cl)c4)cc3)noc2c1. Reaction SMILES: [Br:1][CH2:2][CH2:3][CH2:4][O:5][c:6]1[cH:7][cH:8][c:9](-[c:12]2[n:13][o:14][c:15]3[c:16]2[cH:17][cH:18][c:19]([F:21])[cH:20]3)[cH:10][cH:11]1.[C:32](=[O:33])([O-:34])[O-:35].[CH3:40][C:41]#[N:42].[Cl:22][c:23]1[cH:24][c:25]([CH2:26][NH2:27])[cH:28][cH:29][c:30]1[Cl:31].[I-:39].[K+:36].[K+:37].[K+:38]>>[CH2:2]([CH2:3][CH2:4][O:5][c:6]1[cH:7][cH:8][c:9](-[c:12]2[n:13][o:14][c:15]3[c:16]2[cH:17][cH:18][c:19]([F:21])[cH:20]3)[cH:10][cH:11]1)[NH:27][CH2:26][c:25]1[cH:24][c:23]([Cl:22])[c:30]([Cl:31])[cH:29][cH:28]1. Reactants: B(OC)(OC)OC (trimethyl borate), C(C)(=O)O (acetic acid), C(C)(C)[N-]C(C)C.[Li+] (lithium diisopropylamide), solution, BrC1=CC=C(C=C1)F (1-bromo-4-fluorobenzene). The solvent is C(C)OCC (diethyl ether), O (water), O1CCCC1 (tetrahydrofuran), O1CCCC1 (tetrahydrofuran). Run at temperature -70 celsius, time 90 minute. Product: BrC=1C=CC(=C(C1)B(O)O)F (5-Bromo-2-fluorobenzeneboronic Acid). Yield: 99.0%. As a reaction SMILES: C([N-]C(C)C)(C)C.[Li+].[Br:9][C:10]1[CH:15]=[CH:14][C:13]([F:16])=[CH:12][CH:11]=1.[B:17](OC)([O:20]C)[O:18]C.C(O)(=O)C>O1CCCC1.C(OCC)C.O>[Br:9][C:10]1[CH:15]=[CH:14][C:13]([F:16])=[C:12]([B:17]([OH:20])[OH:18])[CH:11]=1 |f:0.1|. Procedure: A solution of lithium diisopropylamide (165 mL of a 2.0 M solution in tetrahydrofuran, 0.33 mol) in tetrahydrofuran (600 mL) at −70° C. is treated with 1-bromo-4-fluorobenzene (33.0 mL, 0.30 mol), stirred at −70° C. for 90 minutes and added to a solution of trimethyl borate (41.0 mL, 0.36 mol) in diethyl ether (300 mL) at −70° C. The resulting solution is stirred at −70° C. for 15 minutes, warmed to 15° C. over 90 minutes, treated with acetic acid (51.5 mL, 0.9 mol) and water (375 mL), and stirr... Starting materials: CON, Cl, Nc1c(SC(F)(F)F)c(C=O)nn1-c1c(Cl)cc(C(F)(F)F)cc1Cl, c1ccncc1. The product is CON=Cc1nn(-c2c(Cl)cc(C(F)(F)F)cc2Cl)c(N)c1SC(F)(F)F. As a reaction SMILES: [CH3:27][O:28][NH2:29].[ClH:26].[NH2:1][c:2]1[c:3]([S:21][C:22]([F:23])([F:24])[F:25])[c:4]([CH:19]=[O:20])[n:5][n:6]1-[c:7]1[c:8]([Cl:18])[cH:9][c:10]([C:14]([F:15])([F:16])[F:17])[cH:11][c:12]1[Cl:13].[cH:30]1[cH:31][cH:32][n:33][cH:34][cH:35]1>>[NH2:1][c:2]1[c:3]([S:21][C:22]([F:23])([F:24])[F:25])[c:4]([CH:19]=[N:29][O:28][CH3:27])[n:5][n:6]1-[c:7]1[c:8]([Cl:18])[cH:9][c:10]([C:14]([F:15])([F:16])[F:17])[cH:11][c:12]1[Cl:13].